From a dataset of the Open Reaction Database (ORD), a public repository of structured organic reaction records. describe an organic reaction: reactants, conditions, products, and yield The reactants are C(C)(C)(C)OC(=O)C1N(CCCCC1C=O)S(=O)(=O)C1=CC=C(C=C1)OC (3-Formyl-1-(4-methoxy-benzene sulfonyl)-azepane-2-carboxylic acid tert-butyl ester), [Br-].C(C1=CC=CC=C1)[P+](C1=CC=CC=C1)(C1=CC=CC=C1)C1=CC=CC=C1 (Benzyl triphenylphosphonium bromide), C(CCC)[Li] (butyl lithium). Solvent: C1CCOC1 (THF), C1CCOC1 (THF), CCCCC (pentane). Reaction conditions: time 30 minute. Product: C(C)(C)(C)OC(=O)C1N(CCCCC1C=CC1=CC=CC=C1)S(=O)(=O)C1=CC=C(C=C1)OC (1-(4-Methoxy-benzenesulfonyl)-3-styryl-azepane-2-carboxylic acid tert-butyl ester). As a reaction SMILES: [Br-].[CH2:2]([P+](C1C=CC=CC=1)(C1C=CC=CC=1)C1C=CC=CC=1)[C:3]1[CH:8]=[CH:7][CH:6]=[CH:5][CH:4]=1.C([Li])CCC.[C:33]([O:37][C:38]([CH:40]1[CH:46]([CH:47]=O)[CH2:45][CH2:44][CH2:43][CH2:42][N:41]1[S:49]([C:52]1[CH:57]=[CH:56][C:55]([O:58][CH3:59])=[CH:54][CH:53]=1)(=[O:51])=[O:50])=[O:39])([CH3:36])([CH3:35])[CH3:34]>C1COCC1.CCCCC>[C:33]([O:37][C:38]([CH:40]1[CH:46]([CH:47]=[CH:2][C:3]2[CH:4]=[CH:5][CH:6]=[CH:7][CH:8]=2)[CH2:45][CH2:44][CH2:43][CH2:42][N:41]1[S:49]([C:52]1[CH:57]=[CH:56][C:55]([O:58][CH3:59])=[CH:54][CH:53]=1)(=[O:51])=[O:50])=[O:39])([CH3:36])([CH3:34])[CH3:35] |f:0.1|. Procedure details: To a solution of Benzyl triphenylphosphonium bromide (229 mg, 0.528 mmoL) in 2 mL of THF at 0° C. was added 2.0M butyl lithium solution (0.272 mL) in pentane. After five minutes the solution was warmed to ambient temperature, and kept at that temperature for 30 minutes before adding in the 3-Formyl-1-(4-methoxy-benzene sulfonyl)-azepane-2-carboxylic acid tert-butyl ester (200 mg, 0.503 mmoL) dissolved in 1.52 mL of THF. After 20 hours the reaction was quenched by adding water dropwise, the react... The reactants are COC(=O)CCCN1CCCC(Oc2ncnc3oc(-c4ccccc4F)c(-c4ccc(OC)cc4)c23)C1, CCOC(C)=O, Cl, [Na+], C1COCCO1, [OH-]. The product is COc1ccc(-c2c(-c3ccccc3F)oc3ncnc(OC4CCCN(CCCC(=O)O)C4)c23)cc1. As a reaction SMILES: [CH3:1][O:2][C:3]([CH2:4][CH2:5][CH2:6][N:7]1[CH2:8][CH:9]([O:13][c:14]2[c:15]3[c:16]([n:17][cH:18][n:19]2)[o:20][c:21](-[c:31]2[c:32]([F:37])[cH:33][cH:34][cH:35][cH:36]2)[c:22]3-[c:23]2[cH:24][cH:25][c:26]([O:29][CH3:30])[cH:27][cH:28]2)[CH2:10][CH2:11][CH2:12]1)=[O:38].[CH3:42][CH2:43][O:44][C:45](=[O:46])[CH3:47].[ClH:41].[Na+:40].[O:48]1[CH2:49][CH2:50][O:51][CH2:52][CH2:53]1.[OH-:39]>>[O:2]=[C:3]([CH2:4][CH2:5][CH2:6][N:7]1[CH2:8][CH:9]([O:13][c:14]2[c:15]3[c:16]([n:17][cH:18][n:19]2)[o:20][c:21](-[c:31]2[c:32]([F:37])[cH:33][cH:34][cH:35][cH:36]2)[c:22]3-[c:23]2[cH:24][cH:25][c:26]([O:29][CH3:30])[cH:27][cH:28]2)[CH2:10][CH2:11][CH2:12]1)[OH:38]. Starting materials: C(C)(CC)[Li] (sec-butyllithium), BrC1=CC=CC2=CC=CC=C12 (1-bromonaphthalene), C(C1=CC=CC=C1)N1CCC(CC1)=O (1-benzylpiperidin-4-one). Solvent: O1CCCC1 (tetrahydrofuran), O1CCCC1 (tetrahydrofuran). Reaction conditions: time 1.5 hour. Product: C(C1=CC=CC=C1)N1CCC(CC1)(C1=CC=CC2=CC=CC=C12)O (1-benzyl-4-hydroxy-4-(naphth-1-yl)piperidine). Isolated yield 32.4%. As a reaction SMILES: Br[C:2]1[C:11]2[C:6](=[CH:7][CH:8]=[CH:9][CH:10]=2)[CH:5]=[CH:4][CH:3]=1.C([Li])(CC)C.[CH2:17]([N:24]1[CH2:29][CH2:28][C:27](=[O:30])[CH2:26][CH2:25]1)[C:18]1[CH:23]=[CH:22][CH:21]=[CH:20][CH:19]=1>O1CCCC1>[CH2:17]([N:24]1[CH2:29][CH2:28][C:27]([OH:30])([C:2]2[C:11]3[C:6](=[CH:7][CH:8]=[CH:9][CH:10]=3)[CH:5]=[CH:4][CH:3]=2)[CH2:26][CH2:25]1)[C:18]1[CH:19]=[CH:20][CH:21]=[CH:22][CH:23]=1. Procedure: A solution of 10.0 gm (42.2 mMol) 1-bromonaphthalene in 180 mL tetrahydrofuran was cooled to −78° C. and then to this solution were added 48.7 mL (63.3 mMol) sec-butyllithium (1.3 M in cyclohexane). After stirring for about 1.5 hours, a solution of 8.2 mL (44.3 mMol) 1-benzylpiperidin-4-one in 60 mL tetrahydrofuran was added dropwise and the resulting mixture was allowed to warm gradually to room temperature. The reaction was then quenched by the addition of 2 N sodium hydroxide. The resulting m... The reactants are C(#N)[BH3-].[Na+] (sodium cyanoborohydride), C=O (formaldehyde), C(C)OC([C@H](CCCN(CCC)CCC)N)=O ((2S)-amino-5-dipropylamino-pentanoic acid ethyl ester), N1C(=NC=C1)CN(CC=1N(C=CN1)C)CC1=CC=C(C=O)C=C1 (4-[[(1H-imidazol-2-ylmethyl)-(1-methyl-1H-imidazol-2-ylmethyl)-amino]-methyl]-benzaldehyde). The solvent is C(C)O (ethanol), C(C)(=O)O (acetic acid). Reaction conditions: time 1.5 hour. Product: C(C)OC([C@H](CCCN(CCC)CCC)N(C)CC1=CC=C(C=C1)CN(CC=1N(C=CN1)C)CC=1NC=CN1)=O (5-dipropylamino-(2S)-[(4-{[(1H-imidazol-2-ylmethyl)-(1-methyl-1H-imidazol-2-ylmethyl)-amino]-methyl}-benzyl)-methyl-amino]-pentanoic acid ethyl ester). As a reaction SMILES: [CH2:1]([O:3][C:4](=[O:17])[C@@H:5]([NH2:16])[CH2:6][CH2:7][CH2:8][N:9]([CH2:13][CH2:14][CH3:15])[CH2:10][CH2:11][CH3:12])[CH3:2].[NH:18]1[CH:22]=CN=[C:19]1[CH2:23][N:24]([CH2:32][C:33]1[CH:40]=[CH:39][C:36]([CH:37]=O)=[CH:35][CH:34]=1)[CH2:25][C:26]1[N:27]([CH3:31])[CH:28]=[CH:29][N:30]=1.[C:41]([BH3-])#[N:42].[Na+].[CH2:45]=O>C(O)C.C(O)(=O)C>[CH2:1]([O:3][C:4](=[O:17])[C@@H:5]([N:16]([CH2:37][C:36]1[CH:35]=[CH:34][C:33]([CH2:32][N:24]([CH2:23][C:19]2[NH:18][CH:22]=[CH:41][N:42]=2)[CH2:25][C:26]2[N:27]([CH3:31])[CH:28]=[CH:29][N:30]=2)=[CH:40][CH:39]=1)[CH3:45])[CH2:6][CH2:7][CH2:8][N:9]([CH2:13][CH2:14][CH3:15])[CH2:10][CH2:11][CH3:12])[CH3:2] |f:2.3|. Procedure: The compound (54.2 mg) obtained in Example 92-3 and the compound (76.8 mg) obtained in Example 84-5 were dissolved in ethanol (4.3 ml) and added with acetic acid (80 μl). The solution was added with sodium cyanoborohydride (49.6 mg) and the whole was stirred at room temperature for 1.5 hours. The solution was added with a 36% formaldehyde aqueous solution (0.10 ml) and the whole was stirred at room temperature for 1 hour. After completion of the reaction, the solvent was distilled off and the re...